This data is from the Open Reaction Database (ORD), a public repository of structured organic reaction records. The task is: describe an organic reaction: reactants, conditions, products, and yield The reactants are O=C(CCC(=O)c1ccccc1)NCc1ccccc1, CO, Cl, NNC(N)=S, O. The product is NC(=S)NN=C(CCC(=O)NCc1ccccc1)c1ccccc1. Reaction SMILES: [CH2:6]([c:7]1[cH:8][cH:9][cH:10][cH:11][cH:12]1)[NH:13][C:14]([CH2:15][CH2:16][C:17]([c:18]1[cH:19][cH:20][cH:21][cH:22][cH:23]1)=[O:24])=[O:25].[CH3:28][OH:29].[ClH:26].[NH2:1][NH:2][C:3](=[S:4])[NH2:5].[OH2:27]>>[N:1]([NH:2][C:3](=[S:4])[NH2:5])=[C:17]([CH2:16][CH2:15][C:14]([NH:13][CH2:6][c:7]1[cH:8][cH:9][cH:10][cH:11][cH:12]1)=[O:25])[c:18]1[cH:19][cH:20][cH:21][cH:22][cH:23]1. Starting materials: CI (Methyl iodide), ClC=1N=C(C2=C(N1)CN(CC2)C(=O)OC(C)(C)C)N2CCOCC2 (tert-butyl 2-chloro-4-morpholino-5,6-dihydropyrido[3,4-d]pyrimidine-7(8H)-carboxylate), C(C)(C)(C)[Li] (tert-Butyllithium). Run in O1CCCC1 (Tetrahydrofuran), CCCCC (Pentane). Run at time 40 minute. The product is ClC=1N=C(C2=C(N1)C(N(CC2)C(=O)OC(C)(C)C)C)N2CCOCC2 (Tert-butyl 2-chloro-8-methyl-4-morpholino-5,6-dihydropyrido[3,4-d]pyrimidine-7(8H)-carboxylate). Yield: 87.0%. As a reaction SMILES: [Cl:1][C:2]1[N:3]=[C:4]([N:19]2[CH2:24][CH2:23][O:22][CH2:21][CH2:20]2)[C:5]2[CH2:11][CH2:10][N:9]([C:12]([O:14][C:15]([CH3:18])([CH3:17])[CH3:16])=[O:13])[CH2:8][C:6]=2[N:7]=1.[C:25]([Li])(C)(C)C.CI>O1CCCC1.CCCCC>[Cl:1][C:2]1[N:3]=[C:4]([N:19]2[CH2:24][CH2:23][O:22][CH2:21][CH2:20]2)[C:5]2[CH2:11][CH2:10][N:9]([C:12]([O:14][C:15]([CH3:18])([CH3:17])[CH3:16])=[O:13])[CH:8]([CH3:25])[C:6]=2[N:7]=1. Reported procedure: To a solution of tert-butyl 2-chloro-4-morpholino-5,6-dihydropyrido[3,4-d]pyrimidine-7(8H)-carboxylate (dp) (501 mg, 1.41 mmol) in Tetrahydrofuran (14 mL) was added 1.7 M of tert-Butyllithium in Pentane (1.1 mL) at −78° C., which resulted orange color solution. The reaction was kept at −78° C. for 40 min before Methyl iodide (0.44 mL, 7.1 mmol) was injected. The solution was kept at −78° C. for another 40 min before quenching with water. The mixture was diluted by Dichloromethane, which was wash... Reactants: C1(=C(C=CC=C1)N)N (o-phenylenediamine), C1(CCCCC1)C(=O)O (cyclohexanecarboxylic acid), [OH-].[Na+] (sodium hydroxide). Reaction conditions: temperature 140 celsius, time 8 hour. Yields the product C1(CCCCC1)C=1NC=CN1 (2-cyclohexylimidazole). Isolated yield 91.5%. Reaction SMILES: [C:1]1([NH2:8])C=CC=C[C:2]=1[NH2:7].[CH:9]1([C:15](O)=O)[CH2:14][CH2:13][CH2:12][CH2:11][CH2:10]1.[OH-].[Na+]>>[CH:9]1([C:15]2[NH:7][CH:2]=[CH:1][N:8]=2)[CH2:14][CH2:13][CH2:12][CH2:11][CH2:10]1 |f:2.3|. Procedure: A mixture of 7 g of o-phenylenediamine and 12.5 g of cyclohexanecarboxylic acid was melted by heating at 130-150° C. and stirred for 8 hours. The solid after reaction was transferred into 130 g of 1 wt % sodium hydroxide aqueous solution to form a suspension, which was filtered and washed with hot water. The crude crystals thus obtained were recrystallized from methanol/water, filtered, and dried, obtaining 8.9 g of 2-cyclohexylimidazole (yield 69%). The reactants are CC(C)CC(O)C(=O)NCC#N, N=C(OC(c1ccccc1)c1ccc(Br)cc1)C(Cl)(Cl)Cl, ClCCCl. Product: CC(C)CC(OC(c1ccccc1)c1ccc(Br)cc1)C(=O)NCC#N. As a reaction SMILES: [C:1](#[N:2])[CH2:3][NH:4][C:5]([CH:6]([CH2:7][CH:8]([CH3:9])[CH3:10])[OH:11])=[O:12].[Cl:13][C:14]([Cl:15])([Cl:16])[C:31](=[NH:32])[O:33][CH:17]([c:18]1[cH:19][cH:20][cH:21][cH:22][cH:23]1)[c:24]1[cH:25][cH:26][c:27]([Br:30])[cH:28][cH:29]1.[Cl:34][CH2:35][CH2:36][Cl:37]>>[C:1](#[N:2])[CH2:3][NH:4][C:5]([CH:6]([CH2:7][CH:8]([CH3:9])[CH3:10])[O:11][CH:17]([c:18]1[cH:19][cH:20][cH:21][cH:22][cH:23]1)[c:24]1[cH:25][cH:26][c:27]([Br:30])[cH:28][cH:29]1)=[O:12]. Procedure: This compound was prepared according to the procedure of Example 97. A mixture of 8.1 g (0.03 mole) of 4-chloro-1-(3,4-dichlorophenoxy)-2-butanol, 4.9 g (0.03 mole) of 1-phenylpiperazine, 16.0 g (0.15 mole) of anhydrous sodium carbonate and 0.3 g (0.002 mole) of potassium iodide in a total volume of 200 ml of 1-butanol gave a golden oil as residue. The hydrochloric acid salt was formed in ethereal hydrogen chloride and the collected solid was recrystallized from methanol-ethyl ether to give 5.1 ... RXN SMILES: [Cl:1][CH2:2][CH2:3][CH:4]([OH:15])[CH2:5][O:6][C:7]1[CH:12]=[CH:11][C:10]([Cl:13])=[C:9]([Cl:14])[CH:8]=1.[C:16]1([N:22]2[CH2:27][CH2:26][NH:25][CH2:24][CH2:23]2)[CH:21]=[CH:20][CH:19]=[CH:18][CH:17]=1.C(=O)([O-])[O-].[Na+].[Na+].[I-].[K+]>Cl.C(O)CCC>[ClH:1].[ClH:1].[Cl:14][C:9]1[CH:8]=[C:7]([CH:12]=[CH:11][C:10]=1[Cl:13])[O:6][CH2:5][CH:4]([OH:15])[CH2:3][CH2:2][N:25]1[CH2:26][CH2:27][N:22]([C:16]2[CH:21]=[CH:20][CH:19]=[CH:18][CH:17]=2)[CH2:23][CH2:24]1 |f:2.3.4,5.6,9.10.11|. Reactants: ClCCC(COC1=CC(=C(C=C1)Cl)Cl)O (4-chloro-1-(3,4-dichlorophenoxy)-2-butanol), C1(=CC=CC=C1)N1CCNCC1 (1-phenylpiperazine), C([O-])([O-])=O.[Na+].[Na+] (sodium carbonate), [I-].[K+] (potassium iodide). The product is Cl.Cl.ClC=1C=C(OCC(CCN2CCN(CC2)C2=CC=CC=C2)O)C=CC1Cl (1-(3,4-Dichlorophenoxy)-4-(4-phenyl-1-piperazinyl)-2-butanol dihydrochloride). The solvent is C(CCC)O (1-butanol), Cl (hydrogen chloride). The reactants are NC(=O)c1cc(Br)sc1[N+](=O)[O-], O=C([O-])[O-], C1CCOC1, CC1(C)OB(c2ccc(S(C)(=O)=O)cc2)OC1(C)C, [Na+], [Na+], c1ccc(P(c2ccccc2)(c2ccccc2)[Pd](P(c2ccccc2)(c2ccccc2)c2ccccc2)(P(c2ccccc2)(c2ccccc2)c2ccccc2)P(c2ccccc2)(c2ccccc2)c2ccccc2)cc1. The product is CS(=O)(=O)c1ccc(-c2cc(C(N)=O)c([N+](=O)[O-])s2)cc1. As a reaction SMILES: [Br:1][c:2]1[cH:3][c:4]([C:10](=[O:11])[NH2:12])[c:5]([N+:7](=[O:8])[O-:9])[s:6]1.[C:32](=[O:33])([O-:34])[O-:35].[CH2:38]1[O:39][CH2:40][CH2:41][CH2:42]1.[CH3:13][C:14]1([CH3:15])[C:16]([CH3:17])([CH3:18])[O:19][B:20]([c:21]2[cH:22][cH:23][c:24]([S:27](=[O:28])(=[O:29])[CH3:30])[cH:25][cH:26]2)[O:31]1.[Na+:36].[Na+:37].[cH:43]1[cH:44][cH:45][c:46]([P:47]([Pd:48]([P:49]([c:50]2[cH:51][cH:52][cH:53][cH:54][cH:55]2)([c:56]2[cH:57][cH:58][cH:59][cH:60][cH:61]2)[c:62]2[cH:63][cH:64][cH:65][cH:66][cH:67]2)([P:68]([c:69]2[cH:70][cH:71][cH:72][cH:73][cH:74]2)([c:75]2[cH:76][cH:77][cH:78][cH:79][cH:80]2)[c:81]2[cH:82][cH:83][cH:84][cH:85][cH:86]2)[P:87]([c:88]2[cH:89][cH:90][cH:91][cH:92][cH:93]2)([c:94]2[cH:95][cH:96][cH:97][cH:98][cH:99]2)[c:100]2[cH:101][cH:102][cH:103][cH:104][cH:105]2)([c:106]2[cH:107][cH:108][cH:109][cH:110][cH:111]2)[c:112]2[cH:113][cH:114][cH:115][cH:116][cH:117]2)[cH:118][cH:119]1>>[c:2]1(-[c:21]2[cH:22][cH:23][c:24]([S:27](=[O:28])(=[O:29])[CH3:30])[cH:25][cH:26]2)[cH:3][c:4]([C:10](=[O:11])[NH2:12])[c:5]([N+:7](=[O:8])[O-:9])[s:6]1. Reactants: O=C([O-])[O-], CN(C)C=O, COC(=O)c1cccc(-c2nc(CCl)c(C)o2)c1, [K+], [K+], O, O=Cc1ccc(O)cc1. Yields the product COC(=O)c1cccc(-c2nc(COc3ccc(C=O)cc3)c(C)o2)c1. As a reaction SMILES: [C:28](=[O:29])([O-:30])[O-:31].[CH3:34][N:35]([CH3:36])[CH:37]=[O:38].[Cl:1][CH2:2][c:3]1[n:4][c:5](-[c:9]2[cH:10][c:11]([C:12](=[O:13])[O:14][CH3:15])[cH:16][cH:17][cH:18]2)[o:6][c:7]1[CH3:8].[K+:32].[K+:33].[OH2:39].[OH:19][c:20]1[cH:21][cH:22][c:23]([CH:24]=[O:25])[cH:26][cH:27]1>>[CH2:2]([c:3]1[n:4][c:5](-[c:9]2[cH:10][c:11]([C:12](=[O:13])[O:14][CH3:15])[cH:16][cH:17][cH:18]2)[o:6][c:7]1[CH3:8])[O:19][c:20]1[cH:21][cH:22][c:23]([CH:24]=[O:25])[cH:26][cH:27]1. Reactants: C(C)OC(=O)C=1NC(=C(C1C)C(C)=O)C (4-acetyl-3,5-dimethyl-1H-pyrrole-2-carboxylic acid ethyl ester), CC(C)(C)OC(N(C)C)N(C)C (Bredereck's reagent). Run in C1CCOC1 (THF). Conditions: temperature 50 celsius, time 20 hour. Product: C(C)OC(=O)C=1NC(=C(C1C)C(C=CN(C)C)=O)C (4-(3-Dimethylamino-acryloyl)-3,5-dimethyl-1H-pyrrole-2-carboxylic acid ethyl ester). RXN SMILES: [CH2:1]([O:3][C:4]([C:6]1[NH:7][C:8]([CH3:15])=[C:9]([C:12](=[O:14])[CH3:13])[C:10]=1[CH3:11])=[O:5])[CH3:2].CC(O[CH:21](N(C)C)[N:22]([CH3:24])[CH3:23])(C)C>C1COCC1>[CH2:1]([O:3][C:4]([C:6]1[NH:7][C:8]([CH3:15])=[C:9]([C:12](=[O:14])[CH:13]=[CH:21][N:22]([CH3:24])[CH3:23])[C:10]=1[CH3:11])=[O:5])[CH3:2]. Procedure: In a dry flask containing THF (15 mL) was added 4-acetyl-3,5-dimethyl-1H-pyrrole-2-carboxylic acid ethyl ester (2.0 g, 9.3 mmol) then Bredereck's reagent (5 mL). The reaction was stirred at 50° C. for 20 hours. The resulting precipitate formed during the reaction was removed by filtration and washed with hexanes. The enaminone was recovered as a yellow solid (2.2 g), HPLC Rt=4.0 minutes; FIA, ES+=265.1 Reactants: OO (H2O2), ice, CC=1N=C(SC1CO)C=1C=NC(=CC1)C(F)(F)F ([4-Methyl-2-(6-trifluoromethyl-pyridin-3-yl)-thiazol-5-yl]-methanol), ClC1=C(C#N)C=CC(=C1)O (2-chloro-4-hydroxybenzonitrile), C1(=CC=CC=C1)P(C1=CC=CC=C1)C1=CC=CC=C1 (triphenylphosphine), CCOC(=O)/N=N/C(=O)OCC (diethylazodicarboxyate). The solvent is C(C)OCC (diethylether), O1CCCC1 (tetrahydrofuran). Run at time 8 hour. Yields the product ClC1=C(C#N)C=CC(=C1)OCC1=C(N=C(S1)C=1C=NC(=CC1)C(F)(F)F)C (2-Chloro-4-[4-methyl-2-(6-trifluoromethyl-pyridin-3-yl)-thiazol-5-ylmethoxy]-benzonitrile). Isolated yield 49.0%. Reaction SMILES: [CH3:1][C:2]1[N:3]=[C:4]([C:9]2[CH:10]=[N:11][C:12]([C:15]([F:18])([F:17])[F:16])=[CH:13][CH:14]=2)[S:5][C:6]=1[CH2:7][OH:8].[Cl:19][C:20]1[CH:27]=[C:26](O)[CH:25]=[CH:24][C:21]=1[C:22]#[N:23].C1(P(C2C=CC=CC=2)C2C=CC=CC=2)C=CC=CC=1.CCOC(/N=N/C(OCC)=O)=O.OO>O1CCCC1.C(OCC)C>[Cl:19][C:20]1[CH:27]=[C:26]([O:8][CH2:7][C:6]2[S:5][C:4]([C:9]3[CH:10]=[N:11][C:12]([C:15]([F:18])([F:16])[F:17])=[CH:13][CH:14]=3)=[N:3][C:2]=2[CH3:1])[CH:25]=[CH:24][C:21]=1[C:22]#[N:23]. Procedure details: To an ice cooled solution of 2.76 g [4-Methyl-2-(6-trifluoromethyl-pyridin-3-yl)-thiazol-5-yl]-methanol, 2.06 g 2-chloro-4-hydroxybenzonitrile and 3.03 g triphenylphosphine in 30 ml tetrahydrofuran were added 1.74 ml diethylazodicarboxyate. The reaction mixture was stirred at room temperature overnight. 0.56 ml 30% H2O2 were added and the reaction mixture diluted by addition of 200 ml diethylether. The organic layer was washed with 50 ml 1N NaOH and 50 ml water, dried over MgSO4. The solvent was... Reactants: C(C1=CC=CC=C1)OC(=O)N([C@H]([C@@H](CC(=O)OC(C)(C)C)O)[C@H](CC)C)C (tert-butyl (3R,4S,5S)-4-{[(benzyloxy)carbonyl](methyl)amino}-3-hydroxy-5-methylheptanoate), CN(C)C1=CC=CC2=C1C(=CC=C2)N(C)C (Proton sponge), F[B-](F)(F)F.C[O+](C)C (trimethyloxonium tetrafluoroborate). The solvent is ClCCCl (1,2-dichloroethane). Run at time 8 hour. Product: C(C1=CC=CC=C1)OC(=O)N([C@H]([C@@H](CC(=O)OC(C)(C)C)OC)[C@H](CC)C)C (tert-butyl (3R,4S,5S)-4-{[(benzyloxy)carbonyl](methyl)amino}-3-methoxy-5-methylheptanoate). RXN SMILES: [CH2:1]([O:8][C:9]([N:11]([CH3:27])[C@@H:12]([C@@H:23]([CH3:26])[CH2:24][CH3:25])[C@H:13]([OH:22])[CH2:14][C:15]([O:17][C:18]([CH3:21])([CH3:20])[CH3:19])=[O:16])=[O:10])[C:2]1[CH:7]=[CH:6][CH:5]=[CH:4][CH:3]=1.[CH3:28]N(C1C2C(N(C)C)=CC=CC=2C=CC=1)C.F[B-](F)(F)F.C[O+](C)C>ClCCCl>[CH2:1]([O:8][C:9]([N:11]([CH3:27])[C@@H:12]([C@@H:23]([CH3:26])[CH2:24][CH3:25])[C@H:13]([O:22][CH3:28])[CH2:14][C:15]([O:17][C:18]([CH3:20])([CH3:21])[CH3:19])=[O:16])=[O:10])[C:2]1[CH:3]=[CH:4][CH:5]=[CH:6][CH:7]=1 |f:2.3|. Procedure details: To a solution of #3 (8.4 g, 22 mmol, 1 eq.) in 1,2-dichloroethane (25 mL, 0.88 M) were added molecular sieves (4 Å, 0.7 g) and Proton sponge (1,8-bis(dimethylamino)naphthalene) (13.4 g, 59.2 mmol, 2.7 eq.), followed by trimethyloxonium tetrafluoroborate (9.10 g, 61.6 mmol, 2.8 eq.). After stirring overnight, the reaction mixture was filtered through Celite. The filtrate was concentrated in vacuo and the residue was purified by silica gel chromatography (Gradient: 0% to 40% 1:1 acetone:ethyl acet...